Dataset: the Open Reaction Database (ORD), a public repository of structured organic reaction records. Task: describe an organic reaction: reactants, conditions, products, and yield Reactants: ClCCl, O=C(O)CC1(O)CCc2ccc(F)cc21. The product is O=C(O)C=C1CCc2ccc(F)cc21. Reaction SMILES: [Cl:16][CH2:17][Cl:18].[F:1][c:2]1[cH:3][cH:4][c:5]2[c:9]([cH:10]1)[C:8]([OH:11])([CH2:12][C:13](=[O:14])[OH:15])[CH2:7][CH2:6]2>>[F:1][c:2]1[cH:3][cH:4][c:5]2[c:9]([cH:10]1)[C:8](=[CH:12][C:13](=[O:14])[OH:15])[CH2:7][CH2:6]2.